This data is from the Open Reaction Database (ORD), a public repository of structured organic reaction records. The task is: describe an organic reaction: reactants, conditions, products, and yield The reactants are CO.O (methanol water), CC1(CC(=O)CC(=O)C1)C (dimedone), [BH4-].[Na+] (NaBH4), CeCl3. Solvent: C1CCOC1 (THF), C1CCOC1 (THF). Conditions: time 2 hour. The product is CC1(CC(CC(C1)O)O)C (5,5-dimethylcyclohexane-1,3-diol). As a reaction SMILES: [CH3:1][C:2]1([CH3:10])[CH2:9][C:7](=[O:8])[CH2:6][C:4](=[O:5])[CH2:3]1.[BH4-].[Na+].CO.O>C1COCC1>[CH3:1][C:2]1([CH3:10])[CH2:3][CH:4]([OH:5])[CH2:6][CH:7]([OH:8])[CH2:9]1 |f:1.2,3.4|. Procedure: 14.0 g (0.1 mol) of dimedone were dissolved in 200 ml of THF. 3.8 g (0.1 mol) of NaBH4 and 5 mmol of CeCl3 dissolved in 50 ml of THF were then added at -30° C. The mixture was stirred at room temperature for another 2 hours and was hydrolyzed at 0° C. by means of methanol/water. The organic phase was separated off and the solvent was removed. The residue was extracted with ethanol and unreacted dimedone was removed by crystallization. This gave 11.5 g (80%) of 5,5-dimethylcyclohexane-1,3-diol. Starting materials: CO, ClCCl, O=C(Nc1c[nH]nc1-c1nc2c(CO)cccc2[nH]1)c1c(F)cccc1F, O=[Mn]=O. Product: O=Cc1cccc2[nH]c(-c3n[nH]cc3NC(=O)c3c(F)cccc3F)nc12. Reaction SMILES: [CH3:31][OH:32].[Cl:28][CH2:29][Cl:30].[F:1][c:2]1[c:3]([C:4](=[O:5])[NH:6][c:7]2[c:8](-[c:12]3[n:13][c:14]4[c:15]([nH:16]3)[cH:17][cH:18][cH:19][c:20]4[CH2:21][OH:22])[n:9][nH:10][cH:11]2)[c:23]([F:27])[cH:24][cH:25][cH:26]1.[O:33]=[Mn:34]=[O:35]>>[F:1][c:2]1[c:3]([C:4](=[O:5])[NH:6][c:7]2[c:8](-[c:12]3[n:13][c:14]4[c:15]([nH:16]3)[cH:17][cH:18][cH:19][c:20]4[CH:21]=[O:22])[n:9][nH:10][cH:11]2)[c:23]([F:27])[cH:24][cH:25][cH:26]1.